This data is from the Open Reaction Database (ORD), a public repository of structured organic reaction records. The task is: describe an organic reaction: reactants, conditions, products, and yield Starting materials: O (Water), N#N (N2), CC1(OCCO1)C1=CC(=NC=C1)C=O (4-(2-methyl-[1,3]dioxolan-2-yl)-pyridine-2-carbaldehyde), [BH4-].[Na+] (NaBH4). Run in CO (MeOH). Reaction conditions: time 1 hour. The product is CC1(OCCO1)C1=CC(=NC=C1)CO ([4-(2-Methyl-[1,3]dioxolan-2-yl)-pyridin-2-yl]-methanol). Reaction SMILES: N#N.[CH3:3][C:4]1([C:9]2[CH:14]=[CH:13][N:12]=[C:11]([CH:15]=[O:16])[CH:10]=2)[O:8][CH2:7][CH2:6][O:5]1.[BH4-].[Na+].O>CO>[CH3:3][C:4]1([C:9]2[CH:14]=[CH:13][N:12]=[C:11]([CH2:15][OH:16])[CH:10]=2)[O:5][CH2:6][CH2:7][O:8]1 |f:2.3|. Procedure: In a flame dried round-bottomed flask equipped with a magnetic stir bar and under inert atmosphere (N2), 4-(2-methyl-[1,3]dioxolan-2-yl)-pyridine-2-carbaldehyde (1100 mg, 5.69 mmol) was dissolved in MeOH (15 mL). NaBH4 (278 mg, 7.05 mmol) was added portionwise at 0° C. and the reaction mixture was stirred at rt for 1 h. Water was added and the mixture extracted with EA (3×30 mL). The combined org. extracts were dried over Na2SO4, filtered, and the solvents were removed under reduced pressure to ... The reactants are COc1ccc(C(=O)O)c(N)c1, [I-], [K+], O=N[O-], [Na+], O, O=S(=O)(O)O. The product is COc1ccc(C(=O)O)c(I)c1. Reaction SMILES: [CH3:1][O:2][c:3]1[cH:4][c:5]([NH2:12])[c:6]([C:7](=[O:8])[OH:9])[cH:10][cH:11]1.[I-:18].[K+:17].[N:13]([O-:14])=[O:15].[Na+:16].[OH2:24].[S:19](=[O:20])(=[O:21])([OH:22])[OH:23]>>[CH3:1][O:2][c:3]1[cH:4][c:5]([I:18])[c:6]([C:7](=[O:8])[OH:9])[cH:10][cH:11]1. Reactants: Cl (hydrochloric acid), C(C)(C)OC(C1=C(C=C(C(=C1)N1C(N(C(=CC1=O)C)C)=O)F)Cl)=O (2-chloro-5-[3,6-dihydro-3,4-dimethyl-2,6-dioxo-1(2H)-pyrimidinyl]-4-fluorobenzoic acid isopropyl ester), [Cu]C#N (copper(I) cyanide), C(C)(=O)OCC (ethyl acetate). The solvent is O (water), CN1C(N(CCC1)C)=O (dimethyl-3,4,5,6-tetrahydro-2(1H)-pyrimidinone). Conditions: temperature 195 celsius, time 45 minute. The product is C(C)(C)OC(C1=C(C=C(C(=C1)N1C(N(C(=CC1=O)C)C)=O)F)C#N)=O (2-cyano-5-[3,6-dihydro-3,4-dimethyl-2,6-dioxo-1(2H)-pyrimidinyl]-4-fluorobenzoic acid isopropyl ester). RXN SMILES: [CH:1]([O:4][C:5](=[O:24])[C:6]1[CH:11]=[C:10]([N:12]2[C:17](=[O:18])[CH:16]=[C:15]([CH3:19])[N:14]([CH3:20])[C:13]2=[O:21])[C:9]([F:22])=[CH:8][C:7]=1Cl)([CH3:3])[CH3:2].[Cu][C:26]#[N:27].C(OCC)(=O)C.Cl>CN1CCCN(C)C1=O.O>[CH:1]([O:4][C:5](=[O:24])[C:6]1[CH:11]=[C:10]([N:12]2[C:17](=[O:18])[CH:16]=[C:15]([CH3:19])[N:14]([CH3:20])[C:13]2=[O:21])[C:9]([F:22])=[CH:8][C:7]=1[C:26]#[N:27])([CH3:3])[CH3:2]. Reported procedure: A mixture of 50.0 g of 2-chloro-5-[3,6-dihydro-3,4-dimethyl-2,6-dioxo-1(2H)-pyrimidinyl]-4-fluorobenzoic acid isopropyl ester and 25.4 g of copper(I) cyanide in 225 ml of dimethyl-3,4,5,6-tetrahydro-2(1H)-pyrimidinone is heated for 2.5 hours at 195° C. under nitrogen. The mixture is then cooled to room temperature and 2 l of ethyl acetate are added. The mixture is then poured onto 1.31 of water and 300 ml of 32% hydrochloric acid, and the whole is stirred for 45 minutes at room temperature until... Reactants: FC(C=1C=C(C(=O)Cl)C=CC1)(F)F (3-Trifluoromethylbenzoyl chloride), CNC=1C=NC=CC1C1=C(C=CC=C1)C (methyl-(4-o-tolyl-pyridin-3-yl)-amine), CCN(C(C)C)C(C)C (DIPEA). Solvent: C(Cl)Cl (CH2Cl2). Reaction conditions: time 8 hour. Product: CN(C(C1=CC(=CC=C1)C(F)(F)F)=O)C=1C=NC=CC1C1=C(C=CC=C1)C (N-Methyl-N-(4-o-tolyl-pyridin-3-yl)-3-trifluoromethyl-benzamide), solid. Yield: 46.0%. Reaction SMILES: [F:1][C:2]([F:13])([F:12])[C:3]1[CH:4]=[C:5]([CH:9]=[CH:10][CH:11]=1)[C:6](Cl)=[O:7].[CH3:14][NH:15][C:16]1[CH:17]=[N:18][CH:19]=[CH:20][C:21]=1[C:22]1[CH:27]=[CH:26][CH:25]=[CH:24][C:23]=1[CH3:28].CCN(C(C)C)C(C)C>C(Cl)Cl>[CH3:14][N:15]([C:16]1[CH:17]=[N:18][CH:19]=[CH:20][C:21]=1[C:22]1[CH:27]=[CH:26][CH:25]=[CH:24][C:23]=1[CH3:28])[C:6](=[O:7])[C:5]1[CH:9]=[CH:10][CH:11]=[C:3]([C:2]([F:13])([F:12])[F:1])[CH:4]=1. Procedure details: 3-Trifluoromethylbenzoyl chloride (30 mg, 0.14 mmol, CAS RN 2251-65-2) was added to a solution of methyl-(4-o-tolyl-pyridin-3-yl)-amine (20 mg, 0.10 mmol, example 1, intermediate a) and DIPEA (30 μL, 0.17 mmol) in CH2Cl2 (1 mL). The reaction mixture was stirred overnight and then loaded directly onto a silica gel column and eluted with 50% EtOAc in n-hexane to yield the desired product as a waxy solid (17 mg, 46%). MS (ESI): m/z=371.0 [M+H]+. Reactants: CS(=O)(=O)OCC1(COCc2ccccc2)CCC1, CN(C)C=O, N#C[K], O. Yields the product N#CCC1(COCc2ccccc2)CCC1. RXN SMILES: [CH3:1][S:2]([O:3][CH2:6][C:7]1([CH2:11][O:12][CH2:13][c:14]2[cH:15][cH:16][cH:17][cH:18][cH:19]2)[CH2:8][CH2:9][CH2:10]1)(=[O:4])=[O:5].[CH3:23][N:24]([CH3:25])[CH:26]=[O:27].[K:20][C:21]#[N:22].[OH2:28]>>[CH2:6]([C:7]1([CH2:11][O:12][CH2:13][c:14]2[cH:15][cH:16][cH:17][cH:18][cH:19]2)[CH2:8][CH2:9][CH2:10]1)[C:21]#[N:22].